This data is from the Open Reaction Database (ORD), a public repository of structured organic reaction records. The task is: describe an organic reaction: reactants, conditions, products, and yield The reactants are CCN(Cc1ccccc1)C(=O)COc1ccc(CCOc2ccccc2C(=O)OC)cc1, C1CCOC1, [Li+], [OH-], O. Yields the product CCN(Cc1ccccc1)C(=O)COc1ccc(CCOc2ccccc2C(=O)O)cc1. RXN SMILES: [CH2:1]([c:2]1[cH:3][cH:4][cH:5][cH:6][cH:7]1)[N:8]([C:9]([CH2:10][O:11][c:12]1[cH:13][cH:14][c:15]([CH2:18][CH2:19][O:20][c:21]2[c:22]([C:23](=[O:24])[O:25][CH3:26])[cH:27][cH:28][cH:29][cH:30]2)[cH:16][cH:17]1)=[O:31])[CH2:32][CH3:33].[CH2:36]1[O:37][CH2:38][CH2:39][CH2:40]1.[Li+:34].[OH-:35].[OH2:41]>>[CH2:1]([c:2]1[cH:3][cH:4][cH:5][cH:6][cH:7]1)[N:8]([C:9]([CH2:10][O:11][c:12]1[cH:13][cH:14][c:15]([CH2:18][CH2:19][O:20][c:21]2[c:22]([C:23](=[O:24])[OH:25])[cH:27][cH:28][cH:29][cH:30]2)[cH:16][cH:17]1)=[O:31])[CH2:32][CH3:33].